From a dataset of the Open Reaction Database (ORD), a public repository of structured organic reaction records. describe an organic reaction: reactants, conditions, products, and yield Procedure details: The title compound was synthesized according to Preparation 11 using 2-bromopyridine and (7R,9aS)-7-(4-fluorophenoxy)methyl-2,3,4,6,7,8,9,9a-octahydro-1H -pyrido[1,2-a]pyrazine (Preparation 8). mp (—HCl) 261-263° C. HRMS calcd for C20H24FN3O: 341.1903; found, 341.1928. The product is FC1=CC=C(OC[C@@H]2CC[C@@H]3N(CCN(C3)C3=NC=CC=C3)C2)C=C1 ((7R,9aS)-7-(4-Fluorophenoxy)methyl-2-(pyridin-2-yl)-2,3,4,6,7,8,9,9a-octahydro-1H-pyrido[1,2-a]pyrazine). Starting materials: BrC1=NC=CC=C1 (2-bromopyridine), FC1=CC=C(OC[C@@H]2CC[C@@H]3N(CCNC3)C2)C=C1 ((7R,9aS)-7-(4-fluorophenoxy)methyl-2,3,4,6,7,8,9,9a-octahydro-1H -pyrido[1,2-a]pyrazine), Cl (HCl). RXN SMILES: Br[C:2]1[CH:7]=[CH:6][CH:5]=[CH:4][N:3]=1.[F:8][C:9]1[CH:26]=[CH:25][C:12]([O:13][CH2:14][C@H:15]2[CH2:24][N:19]3[CH2:20][CH2:21][NH:22][CH2:23][C@@H:18]3[CH2:17][CH2:16]2)=[CH:11][CH:10]=1.Cl>>[F:8][C:9]1[CH:10]=[CH:11][C:12]([O:13][CH2:14][C@H:15]2[CH2:24][N:19]3[CH2:20][CH2:21][N:22]([C:2]4[CH:7]=[CH:6][CH:5]=[CH:4][N:3]=4)[CH2:23][C@@H:18]3[CH2:17][CH2:16]2)=[CH:25][CH:26]=1. The reactants are C(C)(C)(C)OC(=O)N1C=C(C=2C1=NC=C(C2)C2=CSC=C2)CCl (3-Chloromethyl-5-thiophen-3-yl-pyrrolo[2,3-b]pyridine-1-carboxylic acid tert-butyl ester), O(C)C=1C=C(C=CC1)[Mg]Br (3-methoxylphenyl magnesium bromide), C(#N)[Cu] (CuCN), P(OC)(OC)OC (Trimethyl Phosphite). Run in O (water), O1CCCC1 (Tetrahydrofuran), O1CCCC1 (Tetrahydrofuran), O1CCCC1 (Tetrahydrofuran). Run at temperature -20 celsius, time 10 minute. Yields the product ClC1=C2C=CNC2=NC=C1 (4-chloro-7-azaindole). RXN SMILES: O(C1C=C([Mg]Br)C=CC=1)[CH3:2].[C:11]([Cu])#[N:12].P(OC)(OC)OC.C(OC([N:28]1[C:32]2=NC=C(C3C=CSC=3)C=[C:31]2[C:30]([CH2:42][Cl:43])=[CH:29]1)=O)(C)(C)C>O1CCCC1.O>[Cl:43][C:42]1[CH:2]=[CH:11][N:12]=[C:29]2[C:30]=1[CH:31]=[CH:32][NH:28]2. Reported procedure: Into a round bottom flask was added 1.0 M of 3-methoxylphenyl magnesium bromide in Tetrahydrofuran (1.0 mL) and Tetrahydrofuran (5.0 mL, 0.062 mol) under an atmosphere of Nitrogen. The reaction mixture was cooled to −20 Celsius, followed by addition of 0.7 M of CuCN.2LiCl in Tetrahydrofuran (1 mL). After 10 minutes, Trimethyl Phosphite (120 mg, 0.0010 mol) was added to the reaction mixture. To the reaction mixture, was added compound 18 (60.0 mg, 0.000172 mol). The reaction mixture was stirred a... Reactants: C(C)OC(=O)C1=C(N=C(S1)NC1=C(C=CC(=C1)C(OC)OC)[N+](=O)[O-])C1=CC=CC=C1 (2-(5-dimethoxymethyl-2-nitro-phenylamino)-4-phenyl-thiazole-5-carboxylic acid ethyl ester), Cl (hydrochloric acid). Run in C(C)#N (actonitrile). Reaction conditions: time 30 minute. The product is C(C)OC(=O)C1=C(N=C(S1)NC1=C(C=CC(=C1)C=O)[N+](=O)[O-])C1=CC=CC=C1 (2-(5-formyl-2-nitro-phenylamino)-4-phenyl-thiazole-5-carboxylic acid ethyl ester). Yield: 100.7%. As a reaction SMILES: [CH2:1]([O:3][C:4]([C:6]1[S:10][C:9]([NH:11][C:12]2[CH:17]=[C:16]([CH:18](OC)[O:19]C)[CH:15]=[CH:14][C:13]=2[N+:23]([O-:25])=[O:24])=[N:8][C:7]=1[C:26]1[CH:31]=[CH:30][CH:29]=[CH:28][CH:27]=1)=[O:5])[CH3:2].Cl>C(#N)C>[CH2:1]([O:3][C:4]([C:6]1[S:10][C:9]([NH:11][C:12]2[CH:17]=[C:16]([CH:18]=[O:19])[CH:15]=[CH:14][C:13]=2[N+:23]([O-:25])=[O:24])=[N:8][C:7]=1[C:26]1[CH:31]=[CH:30][CH:29]=[CH:28][CH:27]=1)=[O:5])[CH3:2]. Procedure: A mixture of 0.089 g (0.2 mmole) of 2-(5-dimethoxymethyl-2-nitro-phenylamino)-4-phenyl-thiazole-5-carboxylic acid ethyl ester (VI.1a), 2 mL of actonitrile and 0.5 mL of 1 M hydrochloric acid was stirred at 60 degrees for 30 minutes. The mixture was concentrated under reduced pressure. The residue was diluted with 5 mL of saturated sodium bicarbonate and extracted twice with 20 mL of dichloromethane. The combined organic layers were washed with brine, dried over anhydrous magnesium sulfate, filte... The reactants are Cc1c[nH]c(Br)n1, O=C([O-])[O-], COc1cccc(F)c1[N+](=O)[O-], [K+], [K+], CN(C)C=O, O. Yields the product COc1cccc(-n2cc(C)nc2Br)c1[N+](=O)[O-]. RXN SMILES: [Br:1][c:2]1[nH:3][cH:4][c:5]([CH3:7])[n:6]1.[C:20](=[O:21])([O-:22])[O-:23].[F:8][c:9]1[c:10]([N+:17](=[O:18])[O-:19])[c:11]([O:15][CH3:16])[cH:12][cH:13][cH:14]1.[K+:24].[K+:25].[O:27]=[CH:28][N:29]([CH3:30])[CH3:31].[OH2:26]>>[Br:1][c:2]1[n:3](-[c:9]2[c:10]([N+:17](=[O:18])[O-:19])[c:11]([O:15][CH3:16])[cH:12][cH:13][cH:14]2)[cH:4][c:5]([CH3:7])[n:6]1.